This data is from the Open Reaction Database (ORD), a public repository of structured organic reaction records. The task is: describe an organic reaction: reactants, conditions, products, and yield Product: C1(=CC=CC=C1)CC(=O)N1CCN(CC1)C=1SC(=CN1)C(=O)O (2-(4-phenylacetyl-piperazin-1-yl)-thiazole-5-carboxylic acid). Reaction conditions: time 2 hour. Solvent: O1CCOCC1 (1,4-dioxane). The reactants are CO (methanol), Cl (HCl), COC(=O)C1=CN=C(S1)N1CCN(CC1)C(CC1=CC=CC=C1)=O (2-(4-phenylacetyl-piperazin-1-yl)-thiazole-5-carboxylic acid methyl ester), Cl.NO (hydroxylamine hydrochloride), C[O-].[Na+] (sodium methoxide). RXN SMILES: C[O:2][C:3]([C:5]1[S:9][C:8]([N:10]2[CH2:15][CH2:14][N:13]([C:16](=[O:24])[CH2:17][C:18]3[CH:23]=[CH:22][CH:21]=[CH:20][CH:19]=3)[CH2:12][CH2:11]2)=[N:7][CH:6]=1)=[O:4].Cl.NO.C[O-].[Na+].CO.Cl>O1CCOCC1>[C:18]1([CH2:17][C:16]([N:13]2[CH2:14][CH2:15][N:10]([C:8]3[S:9][C:5]([C:3]([OH:4])=[O:2])=[CH:6][N:7]=3)[CH2:11][CH2:12]2)=[O:24])[CH:23]=[CH:22][CH:21]=[CH:20][CH:19]=1 |f:1.2,3.4|. Procedure details: To a solution of compound 22c (100 mg, 0.377 mmol) in 1,4-dioxane (2 mL) were added hydroxylamine hydrochloride (208 mg, 3.771 mmol) and a freshly prepared solution of sodium methoxide in methanol (103 mg, 4.471 mmol of sodium dissolved in 1.5 mL of methanol) under a N2 atmosphere. The reaction mixture was stirred at room temperature for 2 h. The reaction mixture was acidified to pH˜6 with 1M HCl and the formed precipitates were filtered off. The filtrate was diluted with ethyl acetate (5 mL) an...